This data is from the Open Reaction Database (ORD), a public repository of structured organic reaction records. The task is: describe an organic reaction: reactants, conditions, products, and yield Starting materials: FC(=CCCCCCCCCCCO)F (12,12-difluoro-11-dodecen-1-ol), C1(=CC=CC=C1)N=C=O (phenyl isocyanate). The reagents and catalysts are C(C)(=O)[O-].C(C)(=O)[O-].C(CCC)[Sn+2]CCCC (dibutyltin diacetate). Run in CCCCCCC (heptane). Reaction conditions: temperature 80 celsius, time 30 minute. Product: C1(=CC=CC=C1)NC(OCCCCCCCCCCC=C(F)F)=O (12,12-difluoro-11-dodecenyl N-phenylcarbamate). The yield is 80.0%. As a reaction SMILES: [F:1][C:2]([F:15])=[CH:3][CH2:4][CH2:5][CH2:6][CH2:7][CH2:8][CH2:9][CH2:10][CH2:11][CH2:12][CH2:13][OH:14].[C:16]1([N:22]=[C:23]=[O:24])[CH:21]=[CH:20][CH:19]=[CH:18][CH:17]=1>CCCCCCC.C([O-])(=O)C.C([O-])(=O)C.C([Sn+2]CCCC)CCC>[C:16]1([NH:22][C:23](=[O:24])[O:14][CH2:13][CH2:12][CH2:11][CH2:10][CH2:9][CH2:8][CH2:7][CH2:6][CH2:5][CH2:4][CH:3]=[C:2]([F:15])[F:1])[CH:21]=[CH:20][CH:19]=[CH:18][CH:17]=1 |f:3.4.5|. Reported procedure: To a stirred solution of 2.0 grams (0.0091 mole) of 12,12-difluoro-11-dodecen-1-ol (prepared in Example 5) in 15 ml of heptane was added two drops of dibutyltin diacetate, and then 1.2 grams (0.0100 mole) of phenyl isocyanate was added dropwise. Upon completion of addition, the reaction mixture was warmed to 80° C. where it stirred for 30 minutes. The reaction mixture was allowed to cool to ambient temperature where it stirred for 18 hours. After this time the reaction mixture was cooled in a fr... Solvent: C(C)(=O)OCC (ethyl acetate). The reactants are Cl.C(C)(=O)OCC (hydrochloric acid ethyl acetate), BrC=1C=2N(C=C(C1)C)C(=C(N2)SC)N(C(OC(C)(C)C)=O)CCC (tert-Butyl N-[8-bromo-6-methyl-2-(methylsulfanyl)imidazo[1,2-a]pyridin-3-yl]-N-propylcarbamate), [OH-].[Na+] (sodium hydroxide). Procedure: tert-Butyl N-[8-bromo-6-methyl-2-(methylsulfanyl)imidazo[1,2-a]pyridin-3-yl]-N-propylcarbamate was dissolved in ethyl acetate (5 mL), then a 4N hydrochloric acid-ethyl acetate solution (10 mL) was added thereto at room temperature, and the mixture was stirred at room temperature for 20 hours. Under ice-cooling, a 5N aqueous sodium hydroxide solution was added to neutralize the solution, which was extracted with ethyl acetate. The organic layers were combined, which was dried over anhydrous magne... Conditions: time 20 hour. Reaction SMILES: [Br:1][C:2]1[C:3]2[N:4]([C:9]([N:14]([CH2:22][CH2:23][CH3:24])C(=O)OC(C)(C)C)=[C:10]([S:12][CH3:13])[N:11]=2)[CH:5]=[C:6]([CH3:8])[CH:7]=1.Cl.C(OCC)(=O)C.[OH-].[Na+]>C(OCC)(=O)C>[Br:1][C:2]1[C:3]2[N:4]([C:9]([NH:14][CH2:22][CH2:23][CH3:24])=[C:10]([S:12][CH3:13])[N:11]=2)[CH:5]=[C:6]([CH3:8])[CH:7]=1 |f:1.2,3.4|. Product: BrC=1C=2N(C=C(C1)C)C(=C(N2)SC)NCCC (N-[8-Bromo-6-methyl-2-(methylsulfanyl)imidazo[1,2-a]pyridin-3-yl]-N-propylamine).